Dataset: the Open Reaction Database (ORD), a public repository of structured organic reaction records. Task: describe an organic reaction: reactants, conditions, products, and yield As a reaction SMILES: [CH3:1][O:2][C:3](=[O:24])[CH2:4][CH2:5][CH2:6][C:7]1[CH:12]=[CH:11][CH:10]=[CH:9][C:8]=1[NH:13][C:14](=[O:23])[C:15]1[CH:20]=[CH:19][C:18]([Cl:21])=[C:17]([Br:22])[CH:16]=1.[H-].[Na+].I[CH3:28]>CN(C=O)C>[CH3:1][O:2][C:3](=[O:24])[CH2:4][CH2:5][CH2:6][C:7]1[CH:12]=[CH:11][CH:10]=[CH:9][C:8]=1[N:13]([C:14](=[O:23])[C:15]1[CH:20]=[CH:19][C:18]([Cl:21])=[C:17]([Br:22])[CH:16]=1)[CH3:28] |f:1.2|. Yields the product COC(CCCC1=C(C=CC=C1)N(C)C(C1=CC(=C(C=C1)Cl)Br)=O)=O (4-{2-[(3-bromo-4-chloro-benzoyl)-methyl-amino]-phenyl}-butyric acid methyl ester). Reported procedure: To 4-[2-(3-bromo-4-chloro-benzoylamino)-phenyl]-butyric acid methyl ester (1.04 g, 2.54 mmol) in DMF (10 mL) at 0-5° C., was added NaH (152 mg, 3.81 mmol, 60% in mineral oil) in two portions. The mixture was stirred for 15 min at 0° C. and 15 min at rt. After addition of iodomethane (316 μl, 5.08 mmol), the mixture was stirred at room temperature for 12 hrs and was partitioned between ethyl acetate and citric acid. The separated organic layer was then washed with brine and dried over Na2SO4. Con... Yield: 92.7%. Starting materials: COC(CCCC1=C(C=CC=C1)NC(C1=CC(=C(C=C1)Cl)Br)=O)=O (4-[2-(3-bromo-4-chloro-benzoylamino)-phenyl]-butyric acid methyl ester), [H-].[Na+] (NaH), IC (iodomethane). Solvent: CN(C)C=O (DMF). Conditions: temperature 0 celsius, time 15 minute.